Task: describe an organic reaction: reactants, conditions, products, and yield. Dataset: the Open Reaction Database (ORD), a public repository of structured organic reaction records Starting materials: Cc1ccccc1, O=C[O-], O=[N+]([O-])c1cc(CO)ccc1Cl, [Fe], [NH4+], O. Product: Nc1cc(CO)ccc1Cl. As a reaction SMILES: [CH3:17][c:18]1[cH:19][cH:20][cH:21][cH:22][cH:23]1.[CH:13]([O-:14])=[O:15].[Cl:1][c:2]1[c:3]([N+:10]([O-:11])=[O:12])[cH:4][c:5]([CH2:8][OH:9])[cH:6][cH:7]1.[Fe:24].[NH4+:16].[OH2:25]>>[Cl:1][c:2]1[c:3]([NH2:10])[cH:4][c:5]([CH2:8][OH:9])[cH:6][cH:7]1. Reactants: CC1SC2(CCCC2)C(=O)N1CCCCBr, CC#N, Cl, [I-], [K+], [K+], [Na+], O=C([O-])[O-], c1ccc2c(N3CCNCC3)nsc2c1. The product is CC1SC2(CCCC2)C(=O)N1CCCCN1CCN(c2nsc3ccccc23)CC1, Cl. RXN SMILES: [Br:1][CH2:2][CH2:3][CH2:4][CH2:5][N:6]1[CH:7]([CH3:16])[S:8][C:9]2([C:10]1=[O:11])[CH2:12][CH2:13][CH2:14][CH2:15]2.[CH3:41][C:42]#[N:43].[ClH:17].[I-:39].[K+:33].[K+:34].[Na+:40].[O-:35][C:36]([O-:37])=[O:38].[s:18]1[n:19][c:20]([N:27]2[CH2:28][CH2:29][NH:30][CH2:31][CH2:32]2)[c:21]2[c:22]1[cH:23][cH:24][cH:25][cH:26]2>>[CH2:2]([CH2:3][CH2:4][CH2:5][N:6]1[CH:7]([CH3:16])[S:8][C:9]2([C:10]1=[O:11])[CH2:12][CH2:13][CH2:14][CH2:15]2)[N:30]1[CH2:29][CH2:28][N:27]([c:20]2[n:19][s:18][c:22]3[c:21]2[cH:26][cH:25][cH:24][cH:23]3)[CH2:32][CH2:31]1.[ClH:17]. The reactants are Cl, COc1ccc2c(c1)OCC(c1ccc(F)cc1)C2c1ccc(OCCCN2CCCCC2)cc1, c1ccncc1. Yields the product Oc1ccc2c(c1)OCC(c1ccc(F)cc1)C2c1ccc(OCCCN2CCCCC2)cc1. Reaction SMILES: [ClH:36].[F:1][c:2]1[cH:3][cH:4][c:5]([CH:8]2[CH2:9][O:10][c:11]3[cH:12][c:13]([O:34][CH3:35])[cH:14][cH:15][c:16]3[CH:17]2[c:18]2[cH:19][cH:20][c:21]([O:24][CH2:25][CH2:26][CH2:27][N:28]3[CH2:29][CH2:30][CH2:31][CH2:32][CH2:33]3)[cH:22][cH:23]2)[cH:6][cH:7]1.[n:37]1[cH:38][cH:39][cH:40][cH:41][cH:42]1>>[F:1][c:2]1[cH:3][cH:4][c:5]([CH:8]2[CH2:9][O:10][c:11]3[cH:12][c:13]([OH:34])[cH:14][cH:15][c:16]3[CH:17]2[c:18]2[cH:19][cH:20][c:21]([O:24][CH2:25][CH2:26][CH2:27][N:28]3[CH2:29][CH2:30][CH2:31][CH2:32][CH2:33]3)[cH:22][cH:23]2)[cH:6][cH:7]1. Reactants: C1=CC=CC=2C3=CC=CC=C3C(C12)COC(=O)N1CCOC2(C1)CCNCC2 (9H-fluoren-9-ylmethyl-1-oxa-4,9-diazaspiro[5.5]undecane-4-carboxylate), [H-].[Al+3].[Li+].[H-].[H-].[H-] (lithium aluminum hydride). Solvent: O1CCCC1 (tetrahydrofuran). Product: CN1CCOC2(C1)CCNCC2 (4-methyl-1-oxa-4,9-diazaspiro[5.5]undecane). Yield: 154.3%. Reaction SMILES: C1C2C(CO[C:16]([N:18]3[CH2:23][C:22]4([CH2:28][CH2:27][NH:26][CH2:25][CH2:24]4)[O:21][CH2:20][CH2:19]3)=O)C3C(=CC=CC=3)C=2C=CC=1.[H-].[Al+3].[Li+].[H-].[H-].[H-]>O1CCCC1>[CH3:16][N:18]1[CH2:23][C:22]2([CH2:28][CH2:27][NH:26][CH2:25][CH2:24]2)[O:21][CH2:20][CH2:19]1 |f:1.2.3.4.5.6|. Procedure: To a mixture of compound 404 (586.4 mg, 1.545 mmol) in tetrahydrofuran (20 mL) was added lithium aluminum hydride (240.5 mg, 6.34 mmol). After 1.5 hours at reflux the reaction was cooled to room temperature and quenched with water (240.5 μL), followed by 1N NaOH (240.5 μL), and then water (2×240.5 μL). The remaining solids were filtered off, and the filtrate was concentrated to give compound 405 (406 mg), as a sticky white solid. LCMS-ESI (POS), M/Z, M+1: Found 171.1, Calculated 171.1. The reactants are ClCCl, CC(c1ccncc1)C(O)(Cn1cncn1)c1ccc(F)cc1F, O=C(OO)c1cccc(Cl)c1. The product is CC(c1cc[n+]([O-])cc1)C(O)(Cn1cncn1)c1ccc(F)cc1F. As a reaction SMILES: [Cl:36][CH2:37][Cl:38].[F:1][c:2]1[c:3]([C:9]([CH2:10][n:11]2[n:12][cH:13][n:14][cH:15]2)([CH:16]([CH3:17])[c:18]2[cH:19][cH:20][n:21][cH:22][cH:23]2)[OH:24])[cH:4][cH:5][c:6]([F:8])[cH:7]1.[OH:25][O:26][C:27]([c:28]1[cH:29][c:30]([Cl:31])[cH:32][cH:33][cH:34]1)=[O:35]>>[F:1][c:2]1[c:3]([C:9]([CH2:10][n:11]2[n:12][cH:13][n:14][cH:15]2)([CH:16]([CH3:17])[c:18]2[cH:19][cH:20][n+:21]([O-:25])[cH:22][cH:23]2)[OH:24])[cH:4][cH:5][c:6]([F:8])[cH:7]1. Starting materials: OC1=C(C(=O)O)C=CC(=C1)C#CCC1=CC=2C(CCC(C2C=C1)(C)C)(C)C (2-hydroxy-4-[3-(5,6,7,8-tetrahydro-5,5,8,8-tetramethyl-2-naphthyl)-1-propynyl]benzoic acid), O.[OH-].[Li+] (lithium hydroxide hydrate), [Li] (lithium). The product is OC1=C(C(=O)[O-])C=CC(=C1)C#CCC1=CC=2C(CCC(C2C=C1)(C)C)(C)C.[Li+] (Lithium 2-hydroxy-4-[3-(5,6,7,8-tetrahydro-5,5,8,8-tetramethyl-2-naphthyl)-1-propynyl]benzoate). Reaction SMILES: [OH:1][C:2]1[CH:10]=[C:9]([C:11]#[C:12][CH2:13][C:14]2[CH:23]=[CH:22][C:21]3[C:20]([CH3:25])([CH3:24])[CH2:19][CH2:18][C:17]([CH3:27])([CH3:26])[C:16]=3[CH:15]=2)[CH:8]=[CH:7][C:3]=1[C:4]([OH:6])=[O:5].O.[OH-].[Li+:30].[Li]>>[OH:1][C:2]1[CH:10]=[C:9]([C:11]#[C:12][CH2:13][C:14]2[CH:23]=[CH:22][C:21]3[C:20]([CH3:25])([CH3:24])[CH2:19][CH2:18][C:17]([CH3:27])([CH3:26])[C:16]=3[CH:15]=2)[CH:8]=[CH:7][C:3]=1[C:4]([O-:6])=[O:5].[Li+:30] |f:1.2.3,5.6,^1:30|. Reported procedure: In a similar manner to Example 10, by reaction of 200 mg (5.5 mmol) of 2-hydroxy-4-[3-(5,6,7,8-tetrahydro-5,5,8,8-tetramethyl-2-naphthyl)-1-propynyl]benzoic acid with 23 mg (5.5 mmol) of lithium hydroxide hydrate, 150 mg (74%) of the expected lithium salt are obtained, with a melting point of 225-9° C.